Dataset: the Open Reaction Database (ORD), a public repository of structured organic reaction records. Task: describe an organic reaction: reactants, conditions, products, and yield The reactants are FC1=C(C(=O)O)C=C(C=C1)S(=O)(=O)C (2-fluoro-5-methanesulfonyl-benzoic acid), Cl (hydrochloric acid), C([O-])([O-])=O.[Cs+].[Cs+] (cesium carbonate), C[S-].[Na+] (sodium methanethiolate). The solvent is CN(C=O)C (N,N-dimethylformamide). Run at temperature 90 celsius, time 30 minute. The product is CS(=O)(=O)C=1C=CC(=C(C(=O)O)C1)SC (5-Methanesulfonyl-2-methylsulfanyl-benzoic acid). Yield: 99.0%. RXN SMILES: F[C:2]1[CH:10]=[CH:9][C:8]([S:11]([CH3:14])(=[O:13])=[O:12])=[CH:7][C:3]=1[C:4]([OH:6])=[O:5].C(=O)([O-])[O-].[Cs+].[Cs+].[CH3:21][S-:22].[Na+].Cl>CN(C)C=O>[CH3:14][S:11]([C:8]1[CH:9]=[CH:10][C:2]([S:22][CH3:21])=[C:3]([CH:7]=1)[C:4]([OH:6])=[O:5])(=[O:13])=[O:12] |f:1.2.3,4.5|. Reported procedure: To a solution of 4.58 mmol 2-fluoro-5-methanesulfonyl-benzoic acid (Example A14(b)) in 6 ml N,N-dimethylformamide were added 13.8 mol cesium carbonate and 10.0 mmol sodium methanethiolate and the mixture was stirred at 90° C. for 30 min. The reaction mixture was then cooled to room temperature and acidified to pH1 by addition of hydrochloric acid before being extracted three times with ethyl acetate. The combined organic phases were dried over sodium sulfate and concentrated in vacuo to afford t... Starting materials: imine, N[C@H]1COC2=C(C=3N(C1)C=1C=C(C=CC1C3C3CCCCC3)C(=O)OC)C=CC(=C2)OCC2=NC=CC=C2 (Methyl (7R)-7-amino-14-cyclohexyl-3-(pyridin-2-ylmethoxy)-7,8-dihydro-6H-indolo[1,2-e][1,5]benzoxazocine-11-carboxylate), C(OC)(OC)OC (HC(OMe)3), N-formyl, CN(C(OC(C)(C)C)=O)CC=O (tert-butyl methyl(2-oxoethyl)carbamate), C(OC)(OC)OC (HC(OMe)3), [BH3-]C#N.[Na+] (NaCNBH3). Conditions: time 8 hour. Product: C(C)(C)(C)OC(=O)N(CCN[C@H]1COC2=C(C=3N(C1)C=1C=C(C=CC1C3C3CCCCC3)C(=O)OC)C=CC(=C2)OCC2=NC=CC=C2)C (methyl (7R)-7-({2-[(tert-butoxycarbonyl)(methyl)amino]ethyl}amino)-14-cyclohexyl-3-(pyridin-2-ylmethoxy)-7,8-dihydro-6H-indolo[1,2-e][1,5]benzoxazocine-11-carboxylate). RXN SMILES: [NH2:1][C@@H:2]1[CH2:9][N:8]2[C:10]3[CH:11]=[C:12]([C:23]([O:25][CH3:26])=[O:24])[CH:13]=[CH:14][C:15]=3[C:16]([CH:17]3[CH2:22][CH2:21][CH2:20][CH2:19][CH2:18]3)=[C:7]2[C:6]2[CH:27]=[CH:28][C:29]([O:31][CH2:32][C:33]3[CH:38]=[CH:37][CH:36]=[CH:35][N:34]=3)=[CH:30][C:5]=2[O:4][CH2:3]1.C(OC)(OC)OC.[CH3:46][N:47]([CH2:55][CH:56]=O)[C:48](=[O:54])[O:49][C:50]([CH3:53])([CH3:52])[CH3:51].[BH3-]C#N.[Na+]>>[C:50]([O:49][C:48]([N:47]([CH3:46])[CH2:55][CH2:56][NH:1][C@@H:2]1[CH2:9][N:8]2[C:10]3[CH:11]=[C:12]([C:23]([O:25][CH3:26])=[O:24])[CH:13]=[CH:14][C:15]=3[C:16]([CH:17]3[CH2:22][CH2:21][CH2:20][CH2:19][CH2:18]3)=[C:7]2[C:6]2[CH:27]=[CH:28][C:29]([O:31][CH2:32][C:33]3[CH:38]=[CH:37][CH:36]=[CH:35][N:34]=3)=[CH:30][C:5]=2[O:4][CH2:3]1)=[O:54])([CH3:53])([CH3:52])[CH3:51] |f:3.4|. Procedure details: Methyl (7R)-7-amino-14-cyclohexyl-3-(pyridin-2-ylmethoxy)-7,8-dihydro-6H-indolo[1,2-e][1,5]benzoxazocine-11-carboxylate was dissolved in HC(OMe)3 (50 eq) and a solution of tert-butyl methyl(2-oxoethyl)carbamate (1.6 eq, prepared according to Tetrahedron 2002, 58, 1719-1737) in HC(OMe)3 (50 eq) was added. The mixture was stirred overnight at RT to allow formation of the imine. All volatiles were evaporated and the residual material was dissolved in MeOH/HOAc (0.05 M). NaCNBH3 (1 eq) was added and...